Dataset: the Open Reaction Database (ORD), a public repository of structured organic reaction records. Task: describe an organic reaction: reactants, conditions, products, and yield The reactants are N1=CC=CC=C1 (pyridine), C(CCCCC)C1(C(CCC1)O)C(=O)OCC (ethyl 1-n-hexyl-2-hydroxy-cyclopentane carboxylate), CC=1C=C(C(=O)Cl)C=CC1 (3-methyl-benzoyl chloride). Run in C(Cl)Cl (methylene chloride). Product: C(CCCCC)C1(C(CCC1)OC(C1=CC(=CC=C1)C)=O)C(=O)OCC (Ethyl 1-n-hexyl-2-m-methylbenzoyloxy-cyclopentane carboxylate). RXN SMILES: [CH2:1]([C:7]1([C:13]([O:15][CH2:16][CH3:17])=[O:14])[CH2:11][CH2:10][CH2:9][CH:8]1[OH:12])[CH2:2][CH2:3][CH2:4][CH2:5][CH3:6].N1C=CC=CC=1.[CH3:24][C:25]1[CH:26]=[C:27]([CH:31]=[CH:32][CH:33]=1)[C:28](Cl)=[O:29]>C(Cl)Cl>[CH2:1]([C:7]1([C:13]([O:15][CH2:16][CH3:17])=[O:14])[CH2:11][CH2:10][CH2:9][CH:8]1[O:12][C:28](=[O:29])[C:27]1[CH:31]=[CH:32][CH:33]=[C:25]([CH3:24])[CH:26]=1)[CH2:2][CH2:3][CH2:4][CH2:5][CH3:6]. Reported procedure: 6.05 grams (0.025 mol) of ethyl 1-n-hexyl-2-hydroxy-cyclopentane carboxylate obtained in Example 17 were diluted with 60 ml of methylene chloride. At room temperature and with magnetic stirring, 3.05 ml (0.0375 mol) of pyridine was slowly added, then 4.99 ml of 3-methyl-benzoyl chloride was dropwise added. Then the procedure as described in Example 23 was followed, to give 10.01 g of brown liquid. MS: m/e 361(M++1), 360(M+′), 315(M+—OCH2CH3), 287(M+—CO2CH2CH3), 276, 241(M+—CH3C6H4CO), 225(M+—CH3... Reactants: Br, O=C(O)C12CC3CC(CC(C3)C1)C2, COCCn1c(=N)sc2ccccc21. The product is COCCn1c(=NC(=O)C23CC4CC(CC(C4)C2)C3)sc2ccccc21. As a reaction SMILES: [BrH:1].[C:16]12([C:26](=[O:27])[OH:28])[CH2:17][CH:18]3[CH2:19][CH:20]([CH2:21][CH:22]([CH2:23]1)[CH2:24]3)[CH2:25]2.[CH3:2][O:3][CH2:4][CH2:5][n:6]1[c:7](=[NH:15])[s:8][c:9]2[c:10]1[cH:11][cH:12][cH:13][cH:14]2>>[CH3:2][O:3][CH2:4][CH2:5][n:6]1[c:7](=[N:15][C:26]([C:16]23[CH2:17][CH:18]4[CH2:19][CH:20]([CH2:21][CH:22]([CH2:23]2)[CH2:24]4)[CH2:25]3)=[O:27])[s:8][c:9]2[c:10]1[cH:11][cH:12][cH:13][cH:14]2. Starting materials: BrC=1C=CC=2N(C1)C=NN2 (6-bromo-[1,2,4]triazolo[4,3-a]pyridine), NC1=C(N=NC2=C(C(=CC=C12)C)Br)C(=O)N (4-amino-8-bromo-7-methylcinnoline-3-carboxamide). Yields the product N=1N=CN2C1C=CC(=C2)C=2C(=CC=C1C(=C(N=NC21)C(=O)N)N)C (8-([1,2,4]triazolo[4,3-a]pyridin-6-yl)-4-amino-7-methylcinnoline-3-carboxamide). RXN SMILES: Br[C:2]1[CH:3]=[CH:4][C:5]2[N:6]([CH:8]=[N:9][N:10]=2)[CH:7]=1.[NH2:11][C:12]1[C:21]2[C:16](=[C:17](Br)[C:18]([CH3:22])=[CH:19][CH:20]=2)[N:15]=[N:14][C:13]=1[C:24]([NH2:26])=[O:25]>>[N:10]1[N:9]=[CH:8][N:6]2[CH:7]=[C:2]([C:17]3[C:18]([CH3:22])=[CH:19][CH:20]=[C:21]4[C:16]=3[N:15]=[N:14][C:13]([C:24]([NH2:26])=[O:25])=[C:12]4[NH2:11])[CH:3]=[CH:4][C:5]=12. Procedure: The title compound was prepared in a manner similar to EXAMPLE 96 using 6-bromo-[1,2,4]triazolo[4,3-a]pyridine and 4-amino-8-bromo-7-methylcinnoline-3-carboxamide. 1H NMR (400 MHz, CD3OD) δ ppm 2.45 (s, 3 H), 7.45 (d, J=9.35 Hz, 1 H), 7.78 (d, J=8.84 Hz, 1 H), 7.92 (d, J=9.60 Hz, 1 H), 8.34 (d, J=8.84 Hz, 1 H), 8.56 (s, 1 H), 9.25 (s, 1 H); ESI-MS m/z [M+H]+ 320.1. The reactants are ClC1=C(C=C(O)C=C1)O (4-chlororesorcinol), ClC1=NC(=NC(=N1)C1=C(C=C(C=C1)C)C)C1=C(C=C(C=C1)C)C (2-chloro-4,6-bis-(2,4-dimethylphenyl)-s-triazine), ClCC(Cl)(Cl)Cl (tetrachloroethane), Cl (hydrochloric acid), [Cl-].[Al+3].[Cl-].[Cl-] (aluminum chloride). Solvent: O (water). Conditions: temperature 120 celsius, time 4 hour. The product is ClC=1C(=CC(=C(C1)C1=NC(=NC(=N1)C1=C(C=C(C=C1)C)C)C1=C(C=C(C=C1)C)C)O)O (2-(5-Chloro-2,4-dihydroxyphenyl)-4,6-bis-(2,4-dimethylphenyl)-s-triazine). Yield: 32.4%. RXN SMILES: Cl[C:2]1[N:7]=[C:6]([C:8]2[CH:13]=[CH:12][C:11]([CH3:14])=[CH:10][C:9]=2[CH3:15])[N:5]=[C:4]([C:16]2[CH:21]=[CH:20][C:19]([CH3:22])=[CH:18][C:17]=2[CH3:23])[N:3]=1.ClCC(Cl)(Cl)Cl.[Cl-].[Al+3].[Cl-].[Cl-].[Cl:34][C:35]1[CH:41]=[CH:40][C:38]([OH:39])=[CH:37][C:36]=1[OH:42].Cl>O>[Cl:34][C:35]1[C:36]([OH:42])=[CH:37][C:38]([OH:39])=[C:40]([C:2]2[N:3]=[C:4]([C:16]3[CH:21]=[CH:20][C:19]([CH3:22])=[CH:18][C:17]=3[CH3:23])[N:5]=[C:6]([C:8]3[CH:13]=[CH:12][C:11]([CH3:14])=[CH:10][C:9]=3[CH3:15])[N:7]=2)[CH:41]=1 |f:2.3.4.5|. Reported procedure: To a 1 L three-necked, round-bottomed flask equipped with a magnetic stirrer, thermometer, condenser, and a nitrogen atmosphere are charged 20.0 g (61.9 mmol) of 2-chloro-4,6-bis-(2,4-dimethylphenyl)-s-triazine and 50 mL of tetrachloroethane. The mixture is warmed to dissolve the solids and 8.24 g (62.0 mmol) of aluminum chloride are added in small portions all at once followed by 9.00 g (62.1 mmol) of 4-chlororesorcinol. The mixture is stirred at 120° C. for four hours. After cooling to room te... Reactants: CCO, N, CCOC(=O)CC1OB(O)c2cc(Oc3ccnc([N+](=O)[O-])c3)cc(C)c21. The product is CCOC(=O)CC1OB(O)c2cc(Oc3ccnc(N)c3)cc(C)c21. As a reaction SMILES: [CH3:29][CH2:30][OH:31].[NH3:28].[OH:1][B:2]1[O:3][CH:4]([CH2:22][C:23](=[O:24])[O:25][CH2:26][CH3:27])[c:5]2[c:6]1[cH:7][c:8]([O:12][c:13]1[cH:14][c:15]([N+:19]([O-:20])=[O:21])[n:16][cH:17][cH:18]1)[cH:9][c:10]2[CH3:11]>>[OH:1][B:2]1[O:3][CH:4]([CH2:22][C:23](=[O:24])[O:25][CH2:26][CH3:27])[c:5]2[c:6]1[cH:7][c:8]([O:12][c:13]1[cH:14][c:15]([NH2:19])[n:16][cH:17][cH:18]1)[cH:9][c:10]2[CH3:11]. Reactants: COc1ccc(CN(Cc2ccc(OC)cc2)c2nc(C)nc(-c3cccnc3Nc3ccc(NC(=O)OC(C)(C)C)nc3)n2)cc1, ClCCl, O=C(O)C(F)(F)F. Product: COc1ccc(CN(Cc2ccc(OC)cc2)c2nc(C)nc(-c3cccnc3Nc3ccc(N)nc3)n2)cc1. RXN SMILES: [CH3:1][O:2][c:3]1[cH:4][cH:5][c:6]([CH2:7][N:8]([c:9]2[n:10][c:11](-[c:16]3[c:17]([NH:22][c:23]4[cH:24][cH:25][c:26]([NH:29][C:30](=[O:31])[O:32][C:33]([CH3:34])([CH3:35])[CH3:36])[n:27][cH:28]4)[n:18][cH:19][cH:20][cH:21]3)[n:12][c:13]([CH3:15])[n:14]2)[CH2:37][c:38]2[cH:39][cH:40][c:41]([O:44][CH3:45])[cH:42][cH:43]2)[cH:46][cH:47]1.[Cl:55][CH2:56][Cl:57].[F:48][C:49]([F:50])([F:51])[C:52]([OH:53])=[O:54]>>[CH3:1][O:2][c:3]1[cH:4][cH:5][c:6]([CH2:7][N:8]([c:9]2[n:10][c:11](-[c:16]3[c:17]([NH:22][c:23]4[cH:24][cH:25][c:26]([NH2:29])[n:27][cH:28]4)[n:18][cH:19][cH:20][cH:21]3)[n:12][c:13]([CH3:15])[n:14]2)[CH2:37][c:38]2[cH:39][cH:40][c:41]([O:44][CH3:45])[cH:42][cH:43]2)[cH:46][cH:47]1.